This data is from the Open Reaction Database (ORD), a public repository of structured organic reaction records. The task is: describe an organic reaction: reactants, conditions, products, and yield The reactants are Cl (hydrochloric acid), Cl.CN(C)CC1C(C2=CC=C(C=C2C1)OC)(O)C=1C=NC=CC1 (2-dimethylaminomethyl-5-methoxy-1-pyridin-3-yl-indan-1-ol hydrochloride). Reaction conditions: time 8 hour. Yields the product Cl.COC1=CC=C2C(=C(CC2=C1)CN(C)C)C=1C=NC=CC1 ((6-methoxy-3-pyridin-3-yl-1H-inden-2-ylmethyl)-dimethyl-amine hydrochloride). As a reaction SMILES: [ClH:1].Cl.[CH3:3][N:4]([CH2:6][CH:7]1[CH2:15][C:14]2[C:9](=[CH:10][CH:11]=[C:12]([O:16][CH3:17])[CH:13]=2)[C:8]1([C:19]1[CH:20]=[N:21][CH:22]=[CH:23][CH:24]=1)O)[CH3:5]>>[ClH:1].[CH3:17][O:16][C:12]1[CH:13]=[C:14]2[C:9]([C:8]([C:19]3[CH:20]=[N:21][CH:22]=[CH:23][CH:24]=3)=[C:7]([CH2:6][N:4]([CH3:5])[CH3:3])[CH2:15]2)=[CH:10][CH:11]=1 |f:1.2,3.4|. Procedure details: About 9 ml of 37% hydrochloric acid were added at room temperature to 0.837 g of 2-dimethylaminomethyl-5-methoxy-1-pyridin-3-yl-indan-1-ol hydrochloride (mixture of the diastereoisomers); the mixture was stirred overnight and then concentrated in vacuo at 70° C. The residue was taken up twice in dichloromethane and concentrated again. The oily brown residue was taken up in 40 ml of acetone and stirred, whereupon a crystalline solid formed. After further stirring for 2.5 days, filtration with suc... The reactants are C(C)(=O)OC=C (vinyl acetate), C(C)(=O)OC=C (vinyl acetate), C(C=C)(=O)OCC (ethyl acrylate). Product: C(C)(=O)OC=C.C(C=C)(=O)OCC (vinyl acetate ethyl acrylate). RXN SMILES: [C:1]([O:4][CH:5]=[CH2:6])(=[O:3])[CH3:2].[C:7]([O:11][CH2:12][CH3:13])(=[O:10])[CH:8]=[CH2:9]>>[C:1]([O:4][CH:5]=[CH2:6])(=[O:3])[CH3:2].[C:7]([O:11][CH2:12][CH3:13])(=[O:10])[CH:8]=[CH2:9] |f:2.3|. Procedure details: Finely divided vinyl acetate-ethyl acrylate copolymer is prepared exactly as described in Example 1 except that in place of vinyl acetate there is used a 60:40 mixture of vinyl acetate and ethyl acrylate. The postheating time is extended to 2-1/2 hours at 80° C. followed by distillation to remove 66.5 parts of a mixture of unreacted monomer and solvent. The resulting dispersion contains 53.6% solids and has a particle size of 0.43 micron. The polymer has a reduced specific viscosity of 1.24 whic...